Task: describe an organic reaction: reactants, conditions, products, and yield. Dataset: the Open Reaction Database (ORD), a public repository of structured organic reaction records Starting materials: [Cl-].C(C)N(C1=CC(=C(C=C1)[N+]#N)C(F)(F)F)CC (4-diethylamino-2-trifluoromethylbenzenediazonium chloride), F[As-](F)(F)(F)(F)F.[H+] (hexafluoroarsenic acid). Product: F[As-](F)(F)(F)(F)F.C(C)N(C1=CC(=C(C=C1)[N+]#N)C(F)(F)F)CC (4-Diethylamino-2-trifluoromethylbenzenediazonium hexafluoroarsenate). The yield is 99.0%. Reaction SMILES: [Cl-].[CH2:2]([N:4]([CH2:17][CH3:18])[C:5]1[CH:10]=[CH:9][C:8]([N+:11]#[N:12])=[C:7]([C:13]([F:16])([F:15])[F:14])[CH:6]=1)[CH3:3].[F:19][As-:20]([F:25])([F:24])([F:23])([F:22])[F:21].[H+]>>[F:19][As-:20]([F:25])([F:24])([F:23])([F:22])[F:21].[CH2:17]([N:4]([CH2:2][CH3:3])[C:5]1[CH:10]=[CH:9][C:8]([N+:11]#[N:12])=[C:7]([C:13]([F:14])([F:15])[F:16])[CH:6]=1)[CH3:18] |f:0.1,2.3,4.5|. Procedure: 4-Diethylamino-2-trifluoromethylbenzenediazonium hexafluoroarsenate was prepared by reacting 4-diethylamino-2-trifluoromethylbenzenediazonium chloride with hexafluoroarsenic acid. Yield 99%; Properties after recrystallization from methanol m. 116°-117° (dec.); N found 9.46%, 9.61%, N calculated 9.7%; molar absorptivity at 385 mμ was 36,000. Reactants: N([C@@H](CCCNC(NS(=O)(=O)C1=C(C)C=C(OC)C(C)=C1C)=N)C(=O)NCC(=O)N[C@@H](CC(OC(C)(C)C)=O)C(=O)N[C@H](CC1=CC=CC=C1)C(=O)N([C@@H](C(C)C)C(=O)O[Na])C)C(=O)OCC1C2=CC=CC=C2C2=CC=CC=C12 (Fmoc-Arg(Mtr)-Gly-Asp(OBut)-DPhe-NMeVal-ONa), polystyrene resin, N[C@@H](CC(OC(C)(C)C)=O)C(=O)O (Asp(OBut)), amino acid, NCC(=O)O (Gly), C(=O)(C(F)(F)F)O.ClCCl (TFA dichloromethane), peptide, amino acid, 15/II, 4-hydroxymethyl-phenoxymethyl-polystyrene resin, N([C@@H](C(C)C)C(=O)O)C (NMeVal), N[C@H](CC1=CC=CC=C1)C(=O)O (DPhe), N([C@@H](CCCNC(NS(=O)(=O)C1=C(C)C=C(OC)C(C)=C1C)=N)C(=O)O)C(=O)OCC1C2=CC=CC=C2C2=CC=CC=C12 (Fmoc-Arg(Mtr)). The product is N([C@@H](CCCNC(NS(=O)(=O)C1=C(C)C=C(OC)C(C)=C1C)=N)C(=O)NCC(=O)N[C@@H](CC(OC(C)(C)C)=O)C(=O)N[C@H](CC1=CC=CC=C1)C(=O)N([C@@H](C(C)C)C(=O)O)C)C(=O)OCC1C2=CC=CC=C2C2=CC=CC=C12 (Fmoc-Arg(Mtr)-Gly-Asp(OBut)-DPhe-NMeVal-OH). As a reaction SMILES: [NH:1]([C:63]([O:65][CH2:66][CH:67]1[C:79]2[C:74](=[CH:75][CH:76]=[CH:77][CH:78]=2)[C:73]2[C:68]1=[CH:69][CH:70]=[CH:71][CH:72]=2)=[O:64])[C@H:2]([C:24]([NH:26][CH2:27][C:28]([NH:30][C@H:31]([C:40]([NH:42][C@@H:43]([C:51]([N:53]([CH3:62])[C@H:54]([C:58]([O:60][Na])=[O:59])[CH:55]([CH3:57])[CH3:56])=[O:52])[CH2:44][C:45]1[CH:50]=[CH:49][CH:48]=[CH:47][CH:46]=1)=[O:41])[CH2:32][C:33](=[O:39])[O:34][C:35]([CH3:38])([CH3:37])[CH3:36])=[O:29])=[O:25])[CH2:3][CH2:4][CH2:5][NH:6][C:7](=[NH:23])[NH:8][S:9]([C:12]1[C:21]([CH3:22])=[C:19]([CH3:20])[C:16]([O:17][CH3:18])=[CH:15][C:13]=1[CH3:14])(=[O:11])=[O:10].N(C)[C@H](C(O)=O)C(C)C.N[C@@H](C(O)=O)CC1C=CC=CC=1.N[C@H](C(O)=O)CC(=O)OC(C)(C)C.NCC(O)=O.N(C(OCC1C2C(=CC=CC=2)C2C1=CC=CC=2)=O)[C@H](C(O)=O)CCCNC(=N)NS(C1C(C)=C(C)C(OC)=CC=1C)(=O)=O.C(O)(C(F)(F)F)=O.ClCCl>>[NH:1]([C:63]([O:65][CH2:66][CH:67]1[C:79]2[C:74](=[CH:75][CH:76]=[CH:77][CH:78]=2)[C:73]2[C:68]1=[CH:69][CH:70]=[CH:71][CH:72]=2)=[O:64])[C@H:2]([C:24]([NH:26][CH2:27][C:28]([NH:30][C@H:31]([C:40]([NH:42][C@@H:43]([C:51]([N:53]([CH3:62])[C@H:54]([C:58]([OH:60])=[O:59])[CH:55]([CH3:56])[CH3:57])=[O:52])[CH2:44][C:45]1[CH:50]=[CH:49][CH:48]=[CH:47][CH:46]=1)=[O:41])[CH2:32][C:33](=[O:39])[O:34][C:35]([CH3:38])([CH3:36])[CH3:37])=[O:29])=[O:25])[CH2:3][CH2:4][CH2:5][NH:6][C:7](=[NH:23])[NH:8][S:9]([C:12]1[C:21]([CH3:22])=[C:19]([CH3:20])[C:16]([O:17][CH3:18])=[CH:15][C:13]=1[CH3:14])(=[O:11])=[O:10] |f:6.7|. Procedure: Fmoc-Arg(Mtr)-Gly-Asp(OBut)-DPhe-NMeVal-ONa (SEQ ID NO 41) is synthesized using solid-phase Merrifield-type procedures by sequentially adding NMeVal, DPhe, Asp(OBut), Gly and Fmoc-Arg(Mtr) in a step-wise manner to a 4-hydroxymethyl-phenoxymethyl-polystyrene resin (Wang type resin) (customary Merrifield-type methods of peptide synthesis are applied as described in Houben-Weyl, l.c., Volume 15/II, Pages 1 to 806 (1974). The polystyrene resin and amino acid residues precursors are commercially avai... The reactants are O=C([O-])O, CC(=O)O, [Cl-], Cl, [K+], Cc1ccc(Sc2ccc([N+](=O)[O-])c(N)c2)cc1. Yields the product Cc1ccc(Sc2ccc(N)c(N)c2)cc1. As a reaction SMILES: [C:21](=[O:22])([OH:23])[O-:24].[CH3:26][C:27](=[O:28])[OH:29].[Cl-:20].[ClH:19].[K+:25].[NH2:1][c:2]1[c:3]([N+:16]([O-:17])=[O:18])[cH:4][cH:5][c:6]([S:8][c:9]2[cH:10][cH:11][c:12]([CH3:15])[cH:13][cH:14]2)[cH:7]1>>[NH2:1][c:2]1[c:3]([NH2:16])[cH:4][cH:5][c:6]([S:8][c:9]2[cH:10][cH:11][c:12]([CH3:15])[cH:13][cH:14]2)[cH:7]1. The reactants are COC(=O)Cc1cccc(OCCCBr)c1, O=C([O-])[O-], CC#N, FC(F)(F)c1cccc(CNCC(c2ccccc2)c2ccccc2)c1Cl, [K+], [K+]. The product is COC(=O)Cc1cccc(OCCCN(Cc2cccc(C(F)(F)F)c2Cl)CC(c2ccccc2)c2ccccc2)c1. Reaction SMILES: [Br:1][CH2:2][CH2:3][CH2:4][O:5][c:6]1[cH:7][c:8]([CH2:12][C:13](=[O:14])[O:15][CH3:16])[cH:9][cH:10][cH:11]1.[C:44](=[O:45])([O-:46])[O-:47].[CH3:50][C:51]#[N:52].[Cl:17][c:18]1[c:19]([CH2:20][NH:21][CH2:22][CH:23]([c:24]2[cH:25][cH:26][cH:27][cH:28][cH:29]2)[c:30]2[cH:31][cH:32][cH:33][cH:34][cH:35]2)[cH:36][cH:37][cH:38][c:39]1[C:40]([F:41])([F:42])[F:43].[K+:48].[K+:49]>>[CH2:2]([CH2:3][CH2:4][O:5][c:6]1[cH:7][c:8]([CH2:12][C:13](=[O:14])[O:15][CH3:16])[cH:9][cH:10][cH:11]1)[N:21]([CH2:20][c:19]1[c:18]([Cl:17])[c:39]([C:40]([F:41])([F:42])[F:43])[cH:38][cH:37][cH:36]1)[CH2:22][CH:23]([c:24]1[cH:25][cH:26][cH:27][cH:28][cH:29]1)[c:30]1[cH:31][cH:32][cH:33][cH:34][cH:35]1. Starting materials: C[Si](C)(C)c1cc(-c2cccnc2Br)no1, O=C([O-])[O-], CO, [K+], [K+]. As a reaction SMILES: [Br:1][c:2]1[n:3][cH:4][cH:5][cH:6][c:7]1-[c:8]1[n:9][o:10][c:11]([Si:13]([CH3:14])([CH3:15])[CH3:16])[cH:12]1.[C:17](=[O:18])([O-:19])[O-:20].[CH3:23][OH:24].[K+:21].[K+:22]>>[Br:1][c:2]1[n:3][cH:4][cH:5][cH:6][c:7]1-[c:8]1[n:9][o:10][cH:11][cH:12]1. The product is Brc1ncccc1-c1ccon1.